From a dataset of the Open Reaction Database (ORD), a public repository of structured organic reaction records. describe an organic reaction: reactants, conditions, products, and yield The reactants are CCCOC(CNCC1OCCC(C)O1)OCCC, O=C(Cl)CCl, [Na+], [Na+], O=C([O-])[O-], O, c1ccccc1. Product: CCCOC(CN(CC1OCCC(C)O1)C(=O)CCl)OCCC. RXN SMILES: [CH2:1]([CH2:2][CH3:3])[O:4][CH:5]([CH2:6][NH:7][CH2:8][CH:9]1[O:10][CH2:11][CH2:12][CH:13]([CH3:15])[O:14]1)[O:16][CH2:17][CH2:18][CH3:19].[Cl:32][CH2:33][C:34](=[O:35])[Cl:36].[Na+:26].[Na+:27].[O-:28][C:29](=[O:30])[O-:31].[OH2:37].[cH:20]1[cH:21][cH:22][cH:23][cH:24][cH:25]1>>[CH2:1]([CH2:2][CH3:3])[O:4][CH:5]([CH2:6][N:7]([CH2:8][CH:9]1[O:10][CH2:11][CH2:12][CH:13]([CH3:15])[O:14]1)[C:34]([CH2:33][Cl:32])=[O:35])[O:16][CH2:17][CH2:18][CH3:19]. The reactants are NC=1C=CC(=NC1)Cl (5-amino-2-chloropyridine), C1(=CC=CC=C1)C (Toluene), CC1=C(C=NN1C1=NC=C(C=C1)C(F)(F)F)C(=O)Cl (5-methyl-1-[5-(trifluoromethyl)pyridin-2-yl]-1H-pyrazole-4-carboxylic acid chloride), N1=CC=CC=C1 (pyridine). Solvent: O (water). Yields the product ClC1=NC=C(C=N1)NC(=O)C=1C=NN(C1C)C1=NC=C(C=C1)C(F)(F)F (N-(2-chloropyrimidin-5-yl)-5-methyl-1-[5-(trifluoromethyl)pyridin-2-yl]-1H-pyrazole-4-carboxamide). RXN SMILES: C1(C)C=CC=CC=1.[CH3:8][C:9]1[N:13]([C:14]2[CH:19]=[CH:18][C:17]([C:20]([F:23])([F:22])[F:21])=[CH:16][N:15]=2)[N:12]=[CH:11][C:10]=1[C:24](Cl)=[O:25].[N:27]1C=CC=CC=1.[NH2:33][C:34]1[CH:35]=C[C:37]([Cl:40])=[N:38][CH:39]=1>O>[Cl:40][C:37]1[N:27]=[CH:35][C:34]([NH:33][C:24]([C:10]2[CH:11]=[N:12][N:13]([C:14]3[CH:19]=[CH:18][C:17]([C:20]([F:23])([F:22])[F:21])=[CH:16][N:15]=3)[C:9]=2[CH3:8])=[O:25])=[CH:39][N:38]=1. Reported procedure: Toluene (5 ml) was added to 5-methyl-1-[5-(trifluoromethyl)pyridin-2-yl]-1H-pyrazole-4-carboxylic acid chloride (500 mg) described in Reference Example 180, pyridine (5 ml) and 5-amino-2-chloropyridine (198 mg) were added thereto with stirring, and the mixture was stirred at 80° C. for two hours. After completion of the reaction, water was added to the reaction solution and extracted with chloroform. The organic layer was dried over anhydrous sodium sulfate and concentrated. The resulting residu... Reactants: [H-].[Na+] (sodium hydride), Cl (hydrochloric acid), O1CCCC1 (tetrahydrofuran), CS(=O)(=O)C1=CC=CC=C1 (methylphenylsulfone), C1(CCCC1)C(C)NC1=C(C(=O)OC)C=CC=C1 (methyl (1-cyclopentylethylamino)benzoate). Run in COCCOC (1,2-dimethoxyethane). The product is C1(CCCC1)C(C)NC1=CC=C(C=C1)C(CS(=O)(=O)C1=CC=CC=C1)=O (4'-(1cyclopentylethylamino)-2-(phenylsulfonyl)acetophenone). Reaction SMILES: [H-].[Na+].[CH3:3][S:4]([C:7]1[CH:12]=[CH:11][CH:10]=[CH:9][CH:8]=1)(=[O:6])=[O:5].[CH:13]1([CH:18]([NH:20][C:21]2[CH:30]=[CH:29][CH:28]=[CH:27][C:22]=2C(OC)=O)[CH3:19])[CH2:17][CH2:16][CH2:15][CH2:14]1.Cl.[O:32]1CCC[CH2:33]1>COCCOC>[CH:13]1([CH:18]([NH:20][C:21]2[CH:22]=[CH:27][C:28]([C:33](=[O:32])[CH2:3][S:4]([C:7]3[CH:12]=[CH:11][CH:10]=[CH:9][CH:8]=3)(=[O:6])=[O:5])=[CH:29][CH:30]=2)[CH3:19])[CH2:14][CH2:15][CH2:16][CH2:17]1 |f:0.1|. Procedure details: A solution of 864 mg. of sodium hydride and 5.3 g. of methylphenylsulfone in 20 ml. of 1,2-dimethoxyethane is stirred at 6° C. for one hour under an atmosphere of argon. To this solution is added a solution of 5.0 g. of methyl (1-cyclopentylethylamino)benzoate in 50 ml. of tetrahydrofuran and the reaction mixture is stirred at 60° C. for 1.5 hours. The mixture is cooled, poured onto ice, acidified with dilute hydrochloric acid and pH 3 and then extracted with chloroform. The organic layer is sep... Reactants: C(C)(C)(C)OC(C1=CC(=CC=C1)Br)=O (3-Bromo-benzoic acid tert-butyl ester), CN1CCNCC1 (N-methyl piperizine), CC(C)([O-])C.[Na+] (sodium t-butoxide). Reagents/catalysts: C=1C=CC(=CC1)/C=C/C(=O)/C=C/C2=CC=CC=C2.C=1C=CC(=CC1)/C=C/C(=O)/C=C/C2=CC=CC=C2.C=1C=CC(=CC1)/C=C/C(=O)/C=C/C2=CC=CC=C2.[Pd].[Pd] (tris(dibenzylideneacetone)dipalladium(0)), C1(=CC=CC=C1)P(C1=C(C2=CC=CC=C2C=C1)C1=C(C=CC2=CC=CC=C12)P(C1=CC=CC=C1)C1=CC=CC=C1)C1=CC=CC=C1 (2,2′-bis(diphenylphosphino)-1,1′-binaphthyl). Solvent: C1(=CC=CC=C1)C (toluene). Reaction conditions: temperature 80 celsius, time 5 hour. Yields the product C(C)(C)(C)OC(C1=CC(=CC=C1)N1CCN(CC1)C)=O (3-(4-Methylpiperazinyl)-benzoic Acid tert-butyl Ester). The yield is 57.3%. RXN SMILES: [C:1]([O:5][C:6](=[O:14])[C:7]1[CH:12]=[CH:11][CH:10]=[C:9](Br)[CH:8]=1)([CH3:4])([CH3:3])[CH3:2].[CH3:15][N:16]1[CH2:21][CH2:20][NH:19][CH2:18][CH2:17]1.CC(C)([O-])C.[Na+]>C1(C)C=CC=CC=1.C1C=CC(/C=C/C(/C=C/C2C=CC=CC=2)=O)=CC=1.C1C=CC(/C=C/C(/C=C/C2C=CC=CC=2)=O)=CC=1.C1C=CC(/C=C/C(/C=C/C2C=CC=CC=2)=O)=CC=1.[Pd].[Pd].C1(P(C2C=CC=CC=2)C2C=CC3C(=CC=CC=3)C=2C2C3C(=CC=CC=3)C=CC=2P(C2C=CC=CC=2)C2C=CC=CC=2)C=CC=CC=1>[C:1]([O:5][C:6](=[O:14])[C:7]1[CH:12]=[CH:11][CH:10]=[C:9]([N:19]2[CH2:20][CH2:21][N:16]([CH3:15])[CH2:17][CH2:18]2)[CH:8]=1)([CH3:4])([CH3:3])[CH3:2] |f:2.3,5.6.7.8.9|. Reported procedure: 3-Bromo-benzoic acid tert-butyl ester (6.7 g, 26 mmol), N-methyl piperizine (3.4 ml, 31.2 mmol), sodium t-butoxide (3.5 g, 36.4 mmol). 2,2′-bis(diphenylphosphino)-1,1′-binaphthyl (0.12 g, 0.195 mmol), tris(dibenzylideneacetone)dipalladium(0) (0.067 g, 0.065 mmol) were combined in toluene (200 ml), then was heated to 80 degrees C. Argon gas was then bubbled through the solution for 5 minutes. The reaction mixture was heated and stirred for 5 h. The reaction was then cooled to RT, concentrated in ... The reactants are [Br-], CCC[Mg+], Cc1oc(-c2ccc(F)cc2)cc1C=O. The product is CCCC(O)c1cc(-c2ccc(F)cc2)oc1C. Reaction SMILES: [Br-:16].[CH2:17]([CH2:18][CH3:19])[Mg+:20].[F:1][c:2]1[cH:3][cH:4][c:5](-[c:8]2[cH:9][c:10]([CH:14]=[O:15])[c:11]([CH3:13])[o:12]2)[cH:6][cH:7]1>>[F:1][c:2]1[cH:3][cH:4][c:5](-[c:8]2[cH:9][c:10]([CH:14]([OH:15])[CH2:17][CH2:18][CH3:19])[c:11]([CH3:13])[o:12]2)[cH:6][cH:7]1. Starting materials: COC(=O)c1ccc(Br)cc1, CC(C)(c1ccccc1)n1nnc(-c2ccccc2)n1, [Ni]. Yields the product COC(=O)c1ccc(-c2ccccc2-c2nnn(C(C)(C)c3ccccc3)n2)cc1. RXN SMILES: [Br:21][c:22]1[cH:23][cH:24][c:25]([C:26](=[O:27])[O:28][CH3:29])[cH:30][cH:31]1.[CH3:1][C:2]([CH3:3])([c:4]1[cH:5][cH:6][cH:7][cH:8][cH:9]1)[n:10]1[n:11][c:12](-[c:15]2[cH:16][cH:17][cH:18][cH:19][cH:20]2)[n:13][n:14]1.[Ni:32]>>[CH3:1][C:2]([CH3:3])([c:4]1[cH:5][cH:6][cH:7][cH:8][cH:9]1)[n:10]1[n:11][c:12](-[c:15]2[c:16](-[c:22]3[cH:23][cH:24][c:25]([C:26](=[O:27])[O:28][CH3:29])[cH:30][cH:31]3)[cH:17][cH:18][cH:19][cH:20]2)[n:13][n:14]1. Starting materials: C1(CCCCC1)CC=1C=C2C(=NC1)N(C=C2C=2C=NN(C2)C)S(=O)(=O)C2=CC=CC=C2 (5-(cyclohexylmethyl)-3-(1-methyl-1H-pyrazol-4-yl)-1-(phenylsulfonyl)-1H-pyrrolo[2,3-b]pyridine), [OH-].[Na+] (NaOH). Run in CCO (EtOH). Run at temperature 105 celsius. Yields the product C1(CCCCC1)CC=1C=C2C(=NC1)NC=C2C=2C=NN(C2)C (5-(cyclohexylmethyl)-3-(1-methyl-1H-pyrazol-4-yl)-1H-pyrrolo[2,3-b]pyridine). As a reaction SMILES: [CH:1]1([CH2:7][C:8]2[CH:9]=[C:10]3[C:16]([C:17]4[CH:18]=[N:19][N:20]([CH3:22])[CH:21]=4)=[CH:15][N:14](S(C4C=CC=CC=4)(=O)=O)[C:11]3=[N:12][CH:13]=2)[CH2:6][CH2:5][CH2:4][CH2:3][CH2:2]1.[OH-].[Na+]>CCO>[CH:1]1([CH2:7][C:8]2[CH:9]=[C:10]3[C:16]([C:17]4[CH:18]=[N:19][N:20]([CH3:22])[CH:21]=4)=[CH:15][NH:14][C:11]3=[N:12][CH:13]=2)[CH2:2][CH2:3][CH2:4][CH2:5][CH2:6]1 |f:1.2|. Procedure details: A mixture of 97 (25 mg, 0.0575 mmol) and 10% aq. NaOH (0.32 mL) in EtOH (2 mL) was refluxed (oil bath temperature 105° C.) for 30 min., cooled to r.t. and partitioned between water:AcOEt. The aqueous layer was extracted with AcOEt. The extract was dried (MgSO4), concentrated and separated by means of PTLC using AcOEt as eluent to afford desired inhibitor 98 (2.23 mg, 11% over 2 steps) as a solid. 1H NMR (400 MHz; CDCl3) δ 0.86-0.97 (m, 2H), 1.05-1.26 (m, 4H), 1.53-1.73 (m, 5H), 2.54 (d, J=7.1 Hz... Reactants: ClCCCOC1=CC=C(C=C1)C1=CC(=C(C=C1)C#N)F (4′-(3-chloropropoxy)-3-fluoro-1,1′-biphenyl-4-carbonitrile), CN([C@H]1CNCC1)C ((3R)-N,N-dimethyl-3-pyrrolidinamine). Product: CN([C@H]1CN(CC1)CCCOC1=CC=C(C=C1)C1=CC(=C(C=C1)C#N)F)C (4′-{3-[(3R)-3-(dimethylamino)-1-pyrrolidinyl]propoxy}-3-fluoro-1,1′-biphenyl-4-carbonitrile). Yield: 63.0%. RXN SMILES: Cl[CH2:2][CH2:3][CH2:4][O:5][C:6]1[CH:11]=[CH:10][C:9]([C:12]2[CH:17]=[CH:16][C:15]([C:18]#[N:19])=[C:14]([F:20])[CH:13]=2)=[CH:8][CH:7]=1.[CH3:21][N:22]([CH3:28])[C@@H:23]1[CH2:27][CH2:26][NH:25][CH2:24]1>>[CH3:21][N:22]([CH3:28])[C@@H:23]1[CH2:27][CH2:26][N:25]([CH2:2][CH2:3][CH2:4][O:5][C:6]2[CH:11]=[CH:10][C:9]([C:12]3[CH:17]=[CH:16][C:15]([C:18]#[N:19])=[C:14]([F:20])[CH:13]=3)=[CH:8][CH:7]=2)[CH2:24]1. Procedure details: The product from Example 166C and (3R)-N,N-dimethyl-3-pyrrolidinamine were processed as described in Example 164D to provide the title compound (63% yield). 1HNMR (300 MHz, CDCl3) δ1.68 (m, 2H), 2.15 (m 4H), 2.23 (s, 6H), 2.30-2.95 (m, 5H), 4.15 (m, 2H), 7.00-7.63 (m, 7H); MS (ESI) m/z 368 (M+H)+. The product is C1(=CC=CC=C1)C1=CC(=NO1)C1=NC=CN=C1 (5-Phenyl-3-(pyrazin-2-yl)isoxazole). As a reaction SMILES: [OH:1][N:2]=[C:3](Cl)[C:4]1[CH:9]=[N:8][CH:7]=[CH:6][N:5]=1.[C:11]([C:13]1[CH:18]=[CH:17][CH:16]=[CH:15][CH:14]=1)#[CH:12].N>>[C:13]1([C:11]2[O:1][N:2]=[C:3]([C:4]3[CH:9]=[N:8][CH:7]=[CH:6][N:5]=3)[CH:12]=2)[CH:18]=[CH:17][CH:16]=[CH:15][CH:14]=1. Reactants: ON=C(C1=NC=CN=C1)Cl (N-Hydroxypyrazine-2-carbimidoyl chloride), C(#C)C1=CC=CC=C1 (1-ethynyl-benzene), N (NH3). Procedure details: The titled compound was prepared according to Method CB using the product of Example 83D (79 mg, 0.5 mmol) and 1-ethynyl-benzene (Aldrich, 52 mg, 0.5 mmol). 1H NMR (300 MHz, MeOH-d4) δ 7.41 (s, 1H), 7.47-7.70 (m, 3H), 7.86-8.08 (m, 2H), 8.70 (d, J=2.4 Hz, 1H), 8.76 (dd, J=2.8, 1.6 Hz, 1H), 9.29 (d, J=1.2 Hz, 1H) ppm; MS (DCI/NH3) m/z 224 (M+H)+.